This data is from the Open Reaction Database (ORD), a public repository of structured organic reaction records. The task is: describe an organic reaction: reactants, conditions, products, and yield Starting materials: ClCCl, ClP(Cl)(Cl)(Cl)Cl, O=C(O)C=C(c1ccccc1)c1ccccc1. Product: O=C(Cl)C=C(c1ccccc1)c1ccccc1. RXN SMILES: [CH2:24]([Cl:25])[Cl:26].[Cl:1][P:2]([Cl:3])([Cl:4])([Cl:5])[Cl:6].[c:7]1([C:13](=[CH:14][C:15](=[O:16])[OH:17])[c:18]2[cH:19][cH:20][cH:21][cH:22][cH:23]2)[cH:8][cH:9][cH:10][cH:11][cH:12]1>>[Cl:1][C:15]([CH:14]=[C:13]([c:7]1[cH:8][cH:9][cH:10][cH:11][cH:12]1)[c:18]1[cH:19][cH:20][cH:21][cH:22][cH:23]1)=[O:16]. Starting materials: CN(C(=O)C1CCC1)C1CN(CC1)C(=O)C1=CC2=NC=CC(=C2S1)Cl ((+/−)-cyclobutane carboxylic acid methyl-{1-[7-chloro-thieno[3,2-b]pyridine-2-carbonyl]-pyrrolidin-3-yl}-amide), CC=1NC2=CC=C(C=C2C1)N (2-methyl-1H-indol-5-ylamine). Yields the product CN(C(=O)C1CCC1)C1CN(CC1)C(=O)C1=CC2=NC=CC(=C2S1)NC=1C=C2C=C(NC2=CC1)C ((+/−)-Cyclobutane carboxylic acid methyl-{1-[7-(2-methyl-1H-indol-5-ylamino)-thieno[3,2-b]pyridine-2-carbonyl]-pyrrolidin-3-yl}-amide). Reaction SMILES: [CH3:1][N:2]([CH:9]1[CH2:13][CH2:12][N:11]([C:14]([C:16]2[S:24][C:23]3[C:18](=[N:19][CH:20]=[CH:21][C:22]=3Cl)[CH:17]=2)=[O:15])[CH2:10]1)[C:3]([CH:5]1[CH2:8][CH2:7][CH2:6]1)=[O:4].[CH3:26][C:27]1[NH:28][C:29]2[C:34]([CH:35]=1)=[CH:33][C:32]([NH2:36])=[CH:31][CH:30]=2>>[CH3:1][N:2]([CH:9]1[CH2:13][CH2:12][N:11]([C:14]([C:16]2[S:24][C:23]3[C:18](=[N:19][CH:20]=[CH:21][C:22]=3[NH:36][C:32]3[CH:33]=[C:34]4[C:29](=[CH:30][CH:31]=3)[NH:28][C:27]([CH3:26])=[CH:35]4)[CH:17]=2)=[O:15])[CH2:10]1)[C:3]([CH:5]1[CH2:8][CH2:7][CH2:6]1)=[O:4]. Procedure: The title compound was prepared from (+/−)-cyclobutane carboxylic acid methyl-{1-[7-chloro-thieno[3,2-b]pyridine-2-carbonyl]-pyrrolidin-3-yl}-amide and 2-methyl-1H-indol-5-ylamine by a procedure analogous to Example 1C. MS: 488 (MH+); HPLC Rf: 4.84 min.; HPLC purity 95%. The reactants are BrC1=CC=C(C=C1)Cl (4-bromochlorobenzene), C(C=C)(=O)OCC (ethyl acrylate). The reagents and catalysts are [Pd] (Pd). The product is ClC1=CC=C(C=CC(=O)OCC)C=C1 (ethyl 4-chlorocinnamate). Isolated yield 72.0%. RXN SMILES: Br[C:2]1[CH:7]=[CH:6][C:5]([Cl:8])=[CH:4][CH:3]=1.[C:9]([O:13][CH2:14][CH3:15])(=[O:12])[CH:10]=[CH2:11]>[Pd]>[Cl:8][C:5]1[CH:6]=[CH:7][C:2]([CH:11]=[CH:10][C:9]([O:13][CH2:14][CH3:15])=[O:12])=[CH:3][CH:4]=1. Procedure details: The procedure described in Example 26 is repeated, but using 4.79 g (25 mmols) of 4-bromochlorobenzene and 2.99 ml (27.5 mmols) of ethyl acrylate. After a reaction time of 8 hours at 130° C., 3.79 g (18.0 mmols) of ethyl 4-chlorocinnamate are obtained, corresponding to a yield of 72% of theory (conversion figure 7200; Pd content 0.01 mol %). The reactants are C(#N)C(=CC1=CC=CC=C1)N1CCN(CC1)C(=O)OC(C)(C)C (tert-butyl 4-(1-cyano-2-phenylvinyl)piperazine-1-carboxylate), [N-]=[N+]=[N-].[Na+] (sodium azide). Solvent: CS(=O)C (DMSO). Reaction conditions: temperature 110 celsius. Yields the product C1(=CC=CC=C1)C1=C(N=NN1)N1CCN(CC1)C(=O)OC(C)(C)C (tert-butyl 4-(5-phenyl-1H-1,2,3-triazol-4-yl)piperazine-1-carboxylate). As a reaction SMILES: C([C:3]([N:11]1[CH2:16][CH2:15][N:14]([C:17]([O:19][C:20]([CH3:23])([CH3:22])[CH3:21])=[O:18])[CH2:13][CH2:12]1)=[CH:4][C:5]1[CH:10]=[CH:9][CH:8]=[CH:7][CH:6]=1)#N.[N-:24]=[N+:25]=[N-:26].[Na+]>CS(C)=O>[C:5]1([C:4]2[NH:26][N:25]=[N:24][C:3]=2[N:11]2[CH2:16][CH2:15][N:14]([C:17]([O:19][C:20]([CH3:23])([CH3:22])[CH3:21])=[O:18])[CH2:13][CH2:12]2)[CH:10]=[CH:9][CH:8]=[CH:7][CH:6]=1 |f:1.2|. Procedure: To a stirred solution of tert-butyl 4-(1-cyano-2-phenylvinyl)piperazine-1-carboxylate (100 mg) taken in dry DMSO (2 ml) added sodium azide (0.2 g) and heated to 110° C. overnight. The reaction mixture was carefully quenched with water (10 ml) and the reaction mixture was extracted with dichloromethane (3×10 ml). The combined organic layer was washed with brine (10 ml), dried over sodium sulfate and concentrated under reduced pressure. The resulting residue was purified by column chromatography u...